From a dataset of the Open Reaction Database (ORD), a public repository of structured organic reaction records. describe an organic reaction: reactants, conditions, products, and yield Reactants: CCN(C(C)C)C(C)C (DIPEA), C1(=CC=CC=C1)C1=CC(=NN1)C(=O)NCC(=O)O ([(5-phenyl-1H-pyrazole-3-carbonyl)-amino]-acetic acid), CCN=C=NCCCN(C)C (EDCI), Cl.FC1=C(OC2CNCC2)C=C(C=C1)F (3-(2,5-difluoro-phenoxy)-pyrrolidine hydrochloride), C=1C=CC2=C(C1)N=NN2O (HOBt), Intermediate 72. The solvent is CN(C)C=O (DMF), O (water). Run at time 2 minute. Yields the product FC1=C(OC2CN(CC2)C(CNC(=O)C2=NNC(=C2)C2=CC=CC=C2)=O)C=C(C=C1)F (5-phenyl-1H-pyrazole-3-carboxylic acid {2-[3-(2,5-difluoro-phenoxy)-pyrrolidin-1-yl]-2-oxo-ethyl}-amide). Isolated yield 76.0%. Reaction SMILES: CCN(C(C)C)C(C)C.[C:10]1([C:16]2[NH:20][N:19]=[C:18]([C:21]([NH:23][CH2:24][C:25]([OH:27])=O)=[O:22])[CH:17]=2)[CH:15]=[CH:14][CH:13]=[CH:12][CH:11]=1.C1C=CC2N(O)N=NC=2C=1.CCN=C=NCCCN(C)C.Cl.[F:50][C:51]1[CH:62]=[CH:61][C:60]([F:63])=[CH:59][C:52]=1[O:53][CH:54]1[CH2:58][CH2:57][NH:56][CH2:55]1>CN(C=O)C.O>[F:50][C:51]1[CH:62]=[CH:61][C:60]([F:63])=[CH:59][C:52]=1[O:53][CH:54]1[CH2:58][CH2:57][N:56]([C:25](=[O:27])[CH2:24][NH:23][C:21]([C:18]2[CH:17]=[C:16]([C:10]3[CH:11]=[CH:12][CH:13]=[CH:14][CH:15]=3)[NH:20][N:19]=2)=[O:22])[CH2:55]1 |f:4.5|. Procedure details: DIPEA (166 mg, 1.28 mmol) was added to a stirred solution of [(5-phenyl-1H-pyrazole-3-carbonyl)-amino]-acetic acid (70 mg, 0.28 mmol) in DMF (5 mL) followed by HOBt (42 mg, 0.31 mmol) and EDCI (136 mg, 0.71 mmol). After 2 minutes of stirring, 3-(2,5-difluoro-phenoxy)-pyrrolidine hydrochloride (prepared by the method used for the synthesis of Intermediate 72) (74 mg, 0.3 mmol) was added and the resulting mixture was stirred at room temperature overnight. Cold water was added and the precipitate w... Starting materials: S1C(NC2=C1C=CC=C2)=C(C#N)C#N (2-[benzothiazol-2(3H)-ylidene]malononitrile), Cl (hydrogen chloride), S1C(NC2=C1C=CC=C2)=C(C([O-])=N)C#N (2-[benzothiazol-2(3H)-ylidene]-2-cyanoacetimidate), imidate, N (ammonia). RXN SMILES: [S:1]1[C:5]2[CH:6]=[CH:7][CH:8]=[CH:9][C:4]=2[NH:3][C:2]1=[C:10]([C:13]#[N:14])[C:11]#[N:12].Cl.S1C2C=CC=CC=2[NH:18]C1=C(C#N)C(=N)[O-].N>>[S:1]1[C:5]2[CH:6]=[CH:7][CH:8]=[CH:9][C:4]=2[NH:3][C:2]1=[C:10]([C:13]#[N:14])[C:11]([NH2:18])=[NH:12]. The product is S1C(NC2=C1C=CC=C2)=C(C(=N)N)C#N (2-[benzothiazol-2(3H)-ylidene]-2-cyanoacetamidine). Procedure details: In the first step, the benzothiazole 10 [L is a leaving group, as in Reaction Scheme 4] reacts with malononitrile in the presence of a strong base, such as sodium ethoxide in ethanol, to give the 2-[benzothiazol-2(3H)-ylidene]malononitrile 17. Reaction of this nitrile in suspension in a polar solvent with gaseous hydrogen chloride gives the 2-[benzothiazol-2(3H)-ylidene]-2-cyanoacetimidate 18, and reaction of the imidate with ammonia gives the corresponding 2-[benzothiazol-2(3H)-ylidene]-2-cyano...